Dataset: the Open Reaction Database (ORD), a public repository of structured organic reaction records. Task: describe an organic reaction: reactants, conditions, products, and yield The reactants are CC(C)c1csc(COc2ccnc(NC(=O)OC(C)(C)C)c2)n1, ClCCl, O=C(O)C(F)(F)F. The product is CC(C)c1csc(COc2ccnc(N)c2)n1. Reaction SMILES: [CH:1]([CH3:2])([CH3:3])[c:4]1[n:5][c:6]([CH2:9][O:10][c:11]2[cH:12][c:13]([NH:17][C:18](=[O:19])[O:20][C:21]([CH3:22])([CH3:23])[CH3:24])[n:14][cH:15][cH:16]2)[s:7][cH:8]1.[Cl:32][CH2:33][Cl:34].[OH:25][C:26]([C:27]([F:28])([F:29])[F:30])=[O:31]>>[CH:1]([CH3:2])([CH3:3])[c:4]1[n:5][c:6]([CH2:9][O:10][c:11]2[cH:12][c:13]([NH2:17])[n:14][cH:15][cH:16]2)[s:7][cH:8]1.